This data is from the Open Reaction Database (ORD), a public repository of structured organic reaction records. The task is: describe an organic reaction: reactants, conditions, products, and yield The reactants are [N+](=O)([O-])C=1C(=NC=CC1)NC1=C(C=CC=C1)C(=O)C1=CC=CC=C1 ([2-[(3-nitro-2-pyridinyl)amino]phenyl]phenylmethanone), Cl.CN(CCCCl)C (3-dimethylaminopropyl chloride hydrochloride), [OH-].[Na+] (sodium hydroxide), C=O (methanone). Reagents/catalysts: [Cl-].C(CCCCCCC)(=O)C(C(CCCCCCC)=O)(C(CCCCCCC)=O)[NH3+] (tricaprylylmethyl ammonium chloride). Run in C(Cl)Cl (methylene chloride). The product is CN(CCCN(C1=C(C=CC=C1)C(=O)C1=CC=CC=C1)C1=NC=CC=C1[N+](=O)[O-])C ([2-[[3-(Dimethylamino)propyl](3-nitro-2-pyridinyl)amino]phenyl]phenylmethanone). RXN SMILES: [N+:1]([C:4]1[C:5]([NH:10][C:11]2[CH:16]=[CH:15][CH:14]=[CH:13][C:12]=2[C:17]([C:19]2[CH:24]=[CH:23][CH:22]=[CH:21][CH:20]=2)=[O:18])=[N:6][CH:7]=[CH:8][CH:9]=1)([O-:3])=[O:2].Cl.[CH3:26][N:27]([CH3:32])[CH2:28][CH2:29][CH2:30]Cl.[OH-].[Na+].C=O>[Cl-].C(C([NH3+])(C(=O)CCCCCCC)C(=O)CCCCCCC)(=O)CCCCCCC.C(Cl)Cl>[CH3:26][N:27]([CH3:32])[CH2:28][CH2:29][CH2:30][N:10]([C:5]1[C:4]([N+:1]([O-:3])=[O:2])=[CH:9][CH:8]=[CH:7][N:6]=1)[C:11]1[CH:16]=[CH:15][CH:14]=[CH:13][C:12]=1[C:17]([C:19]1[CH:24]=[CH:23][CH:22]=[CH:21][CH:20]=1)=[O:18] |f:1.2,3.4,6.7|. Reported procedure: A mixture 2 g (0.006 mole) of [2-[(3-nitro-2-pyridinyl)amino]phenyl]phenylmethanone, 3 g (0.019 mole) of 3-dimethylaminopropyl chloride hydrochloride, 10 ml of 50% aqueous sodium hydroxide, 5 drops tricaprylylmethyl ammonium chloride (phase transfer catalyst) and 15 ml methylene chloride was stirred and maintained at reflux for 18 hrs. Chemical ionization mass spectral analysis indicated only a trace of the starting methanone was present with good conversion to the title compound. The reaction m...